From a dataset of the Open Reaction Database (ORD), a public repository of structured organic reaction records. describe an organic reaction: reactants, conditions, products, and yield Reactants: COc1ccc(B(O)O)cc1, CCOC(C)=O, CCO, Cc1ccccc1, COC(=O)c1ccc(I)c(Cl)c1, [Na+], [Na+], O=C([O-])[O-], O, c1ccc(P(c2ccccc2)(c2ccccc2)[Pd](P(c2ccccc2)(c2ccccc2)c2ccccc2)(P(c2ccccc2)(c2ccccc2)c2ccccc2)P(c2ccccc2)(c2ccccc2)c2ccccc2)cc1. Product: COC(=O)c1ccc(-c2ccc(OC)cc2)c(Cl)c1. Reaction SMILES: [CH3:13][O:14][c:15]1[cH:16][cH:17][c:18]([B:21]([OH:22])[OH:23])[cH:19][cH:20]1.[CH3:30][CH2:31][O:32][C:33]([CH3:34])=[O:35].[CH3:37][CH2:38][OH:39].[CH3:40][c:41]1[cH:42][cH:43][cH:44][cH:45][cH:46]1.[I:1][c:2]1[c:3]([Cl:12])[cH:4][c:5]([C:6](=[O:7])[O:8][CH3:9])[cH:10][cH:11]1.[Na+:24].[Na+:25].[O-:26][C:27](=[O:28])[O-:29].[OH2:36].[cH:47]1[cH:48][cH:49][c:50]([P:51]([Pd:52]([P:53]([c:54]2[cH:55][cH:56][cH:57][cH:58][cH:59]2)([c:60]2[cH:61][cH:62][cH:63][cH:64][cH:65]2)[c:66]2[cH:67][cH:68][cH:69][cH:70][cH:71]2)([P:72]([c:73]2[cH:74][cH:75][cH:76][cH:77][cH:78]2)([c:79]2[cH:80][cH:81][cH:82][cH:83][cH:84]2)[c:85]2[cH:86][cH:87][cH:88][cH:89][cH:90]2)[P:91]([c:92]2[cH:93][cH:94][cH:95][cH:96][cH:97]2)([c:98]2[cH:99][cH:100][cH:101][cH:102][cH:103]2)[c:104]2[cH:105][cH:106][cH:107][cH:108][cH:109]2)([c:110]2[cH:111][cH:112][cH:113][cH:114][cH:115]2)[c:116]2[cH:117][cH:118][cH:119][cH:120][cH:121]2)[cH:122][cH:123]1>>[c:2]1(-[c:18]2[cH:17][cH:16][c:15]([O:14][CH3:13])[cH:20][cH:19]2)[c:3]([Cl:12])[cH:4][c:5]([C:6](=[O:7])[O:8][CH3:9])[cH:10][cH:11]1. Reactants: S(O)(O)(=O)=O (sulfuric acid), OC=1C=C(C=CC1)C(CC(=O)O)NC (3-(3-Hydroxyphenyl)-3-methylaminopropionic acid), C(C)O (ethanol), C(O)([O-])=O.[Na+] (sodium hydrogencarbonate). Yields the product OC=1C=C(C=CC1)C(CC(=O)OCC)NC (Ethyl 3-(3-hydroxyphenyl)-3-methylaminopropionate). As a reaction SMILES: [OH:1][C:2]1[CH:3]=[C:4]([CH:8]([NH:13][CH3:14])[CH2:9][C:10]([OH:12])=[O:11])[CH:5]=[CH:6][CH:7]=1.S(=O)(=O)(O)O.C(=O)([O-])O.[Na+].[CH2:25](O)[CH3:26]>>[OH:1][C:2]1[CH:3]=[C:4]([CH:8]([NH:13][CH3:14])[CH2:9][C:10]([O:12][CH2:25][CH3:26])=[O:11])[CH:5]=[CH:6][CH:7]=1 |f:2.3|. Reported procedure: 3-(3-Hydroxyphenyl)-3-methylaminopropionic acid (24.1 g) obtained from Example 7a was dissolved in ethanol (200 ml), and concentrated sulfuric acid (10 ml) was added dropwise to the solution. The resulting mixture was heated under reflux for 8 hours. The reaction mixture was neutralized with saturated aqueous sodium hydrogencarbonate solution and the solvent was removed under reduced pressure. The residual aqueous solution was extracted with ethyl acetate. The organic layer was dried over anhydr...